Dataset: the Open Reaction Database (ORD), a public repository of structured organic reaction records. Task: describe an organic reaction: reactants, conditions, products, and yield Reactants: C1CCOC1, CCOC(=O)c1cc2c3n(ccc-2n1)CC(C)=N3, CCO, Cl, [K+], [OH-]. Yields the product CC1=Nc2c3cc(C(=O)O)nc-3ccn2C1. RXN SMILES: [CH2:22]1[O:23][CH2:24][CH2:25][CH2:26]1.[CH3:1][C:2]1=[N:3][c:4]2[n:5]([cH:6][cH:7][c:8]3[n:12][c:11]([C:13](=[O:14])[O:15][CH2:16][CH3:17])[cH:10][c:9]2-3)[CH2:18]1.[CH3:27][CH2:28][OH:29].[ClH:21].[K+:20].[OH-:19]>>[CH3:1][C:2]1=[N:3][c:4]2[n:5]([cH:6][cH:7][c:8]3[n:12][c:11]([C:13](=[O:14])[OH:15])[cH:10][c:9]2-3)[CH2:18]1. Reactants: O=Cc1cc(OCc2ccccc2)ccc1O, C1CCOC1, [Li]c1ccccc1. Yields the product Oc1ccc(OCc2ccccc2)cc1C(O)c1ccccc1. As a reaction SMILES: [CH2:1]([c:2]1[cH:3][cH:4][cH:5][cH:6][cH:7]1)[O:8][c:9]1[cH:10][cH:11][c:12]([OH:17])[c:13]([CH:14]=[O:15])[cH:16]1.[CH2:25]1[O:26][CH2:27][CH2:28][CH2:29]1.[Li:18][c:19]1[cH:20][cH:21][cH:22][cH:23][cH:24]1>>[CH2:1]([c:2]1[cH:3][cH:4][cH:5][cH:6][cH:7]1)[O:8][c:9]1[cH:10][cH:11][c:12]([OH:17])[c:13]([CH:14]([OH:15])[c:19]2[cH:20][cH:21][cH:22][cH:23][cH:24]2)[cH:16]1. Reactants: C(C)(=O)OC(C)=O (acetic acid anhydride), BrC1=CSC=C1Br (3,4-dibromothiophene), [N+](=O)(O)[O-] (nitric acid). Solvent: C(C)(=O)O (acetic acid). Run at time 10 minute. Product: BrC1=C(SC=C1Br)[N+](=O)[O-] (3,4-Dibromo-2-nitrothiophene). RXN SMILES: [N+:1]([O-:4])(O)=[O:2].C(OC(=O)C)(=O)C.[Br:12][C:13]1[C:17]([Br:18])=[CH:16][S:15][CH:14]=1>C(O)(=O)C>[Br:12][C:13]1[C:17]([Br:18])=[CH:16][S:15][C:14]=1[N+:1]([O-:4])=[O:2]. Procedure: 41.4 ml of fuming nitric acid was slowly added to 500 ml of acetic acid under ice-cooling, followed by stirring for 10 minutes, and a solution of 78 ml of acetic acid anhydride containing 50 g of 3,4-dibromothiophene was slowly added, followed by stirring at room temperature for 18 hours. Ice was added to the reaction solution, and the resulting crystals were collected by filtration, and washed with water and diethyl ether/n-hexane=1/5 successively, to give 40.2 g of the title compound. Starting materials: C(C)OC(C1=CN=C(C(=C1)Cl)N1CCN(CC1)C1=NC(=NC(=C1)C1=CC=C(C=C1)F)N1C(CCC1)C)=O (5-chloro-6-{4-[6-(4-fluoro-phenyl)-2-(2-methyl-pyrrolidin-1-yl)-pyrimidin-4-yl]-piperazin-1-yl}-nicotinic acid ethyl ester), O (water), Cl (HCl), O[Li].O (LiOH.H2O). The product is ClC=1C(=NC=C(C(=O)O)C1)N1CCN(CC1)C1=NC(=NC(=C1)C1=CC=C(C=C1)F)N1C(CCC1)C (5-Chloro-6-{4-[6-(4-fluoro-phenyl)-2-(2-methyl-pyrrolidin-1-yl)-pyrimidin-4-yl]-piperazin-1-yl}-nicotinic acid). The solvent is C1CCOC1 (THF), CCO (EtOH). Reaction conditions: temperature 55 celsius. Reported procedure: To a solution of 5-chloro-6-{4-[6-(4-fluoro-phenyl)-2-(2-methyl-pyrrolidin-1-yl)-pyrimidin-4-yl]-piperazin-1-yl}-nicotinic acid ethyl ester (427 mg, 0.813 mmol) in THF, add water dropwise until the cloudiness almost persists. To this mixture add LiOH.H2O (350 mg, 8.13 mmol) followed by a small amount of EtOH. Heat the mixture at 55° C. for 2 h, and then concentrate under reduced pressure. Add a small amount of water to the residue, followed by 8.13 mmol of HCl (3M solution). Adjust the final pH ... Reaction SMILES: C([O:3][C:4](=[O:37])[C:5]1[CH:10]=[C:9]([Cl:11])[C:8]([N:12]2[CH2:17][CH2:16][N:15]([C:18]3[CH:23]=[C:22]([C:24]4[CH:29]=[CH:28][C:27]([F:30])=[CH:26][CH:25]=4)[N:21]=[C:20]([N:31]4[CH2:35][CH2:34][CH2:33][CH:32]4[CH3:36])[N:19]=3)[CH2:14][CH2:13]2)=[N:7][CH:6]=1)C.O.O[Li].O.Cl>C1COCC1.CCO>[Cl:11][C:9]1[C:8]([N:12]2[CH2:13][CH2:14][N:15]([C:18]3[CH:23]=[C:22]([C:24]4[CH:25]=[CH:26][C:27]([F:30])=[CH:28][CH:29]=4)[N:21]=[C:20]([N:31]4[CH2:35][CH2:34][CH2:33][CH:32]4[CH3:36])[N:19]=3)[CH2:16][CH2:17]2)=[N:7][CH:6]=[C:5]([CH:10]=1)[C:4]([OH:37])=[O:3] |f:2.3|. The reactants are C(C)(C)(C)OC(C1=CC=C(C=C1)CN1C(C2=CC(=CC=C2C=N1)C#CCC1=CC=CC=C1)=O)=O (4-[1-oxo-7-(3-phenyl-prop-1-ynyl)-1H-3-azaisoquinolin-2-ylmethyl]benzoic acid tert-butyl ester), FC(C(=O)O)(F)F (trifluoroacetic acid). Run at time 30 minute. Product: O=C1N(N=CC2=CC=C(C=C12)C#CCC1=CC=CC=C1)CC1=CC=C(C(=O)O)C=C1 (4-[1-Oxo-7-(3-phenyl-prop-1-ynyl)-1H-3-azaisoquinolin-2-ylmethyl]benzoic acid). As a reaction SMILES: C([O:5][C:6](=[O:34])[C:7]1[CH:12]=[CH:11][C:10]([CH2:13][N:14]2[N:23]=[CH:22][C:21]3[C:16](=[CH:17][C:18]([C:24]#[C:25][CH2:26][C:27]4[CH:32]=[CH:31][CH:30]=[CH:29][CH:28]=4)=[CH:19][CH:20]=3)[C:15]2=[O:33])=[CH:9][CH:8]=1)(C)(C)C.FC(F)(F)C(O)=O>>[O:33]=[C:15]1[C:16]2[C:21](=[CH:20][CH:19]=[C:18]([C:24]#[C:25][CH2:26][C:27]3[CH:32]=[CH:31][CH:30]=[CH:29][CH:28]=3)[CH:17]=2)[CH:22]=[N:23][N:14]1[CH2:13][C:10]1[CH:9]=[CH:8][C:7]([C:6]([OH:34])=[O:5])=[CH:12][CH:11]=1. Reported procedure: A solution of 4-[1-oxo-7-(3-phenyl-prop-1-ynyl)-1H-3-azaisoquinolin-2-ylmethyl]benzoic acid tert-butyl ester [0.20 g, 0.44 mmol, Example 1A, Step (2)] is treated with trifluoroacetic acid (5 mL) and the reaction mixture stirred at room temperature for 30 minutes. The solution is evaporated to dryness, the residue is dissolved in ethyl acetate, washed with water, brine, dried over MgSO4 and evaporated to dryness. The brown solid is triturated with acetonitrile, the solid collected by filtration, ... Starting materials: ClCCl, CCOC(C)=O, CCNC1(C#N)CN(C(c2ccccc2)c2ccccc2)C1, O=S(=O)(O)O. Product: CCNC1(C(N)=O)CN(C(c2ccccc2)c2ccccc2)C1. Reaction SMILES: [CH2:28]([Cl:29])[Cl:30].[CH3:31][CH2:32][O:33][C:34](=[O:35])[CH3:36].[CH:1]([c:2]1[cH:3][cH:4][cH:5][cH:6][cH:7]1)([c:8]1[cH:9][cH:10][cH:11][cH:12][cH:13]1)[N:14]1[CH2:15][C:16]([C:18]#[N:19])([NH:20][CH2:21][CH3:22])[CH2:17]1.[S:23]([OH:24])(=[O:25])(=[O:26])[OH:27]>>[CH:1]([c:2]1[cH:3][cH:4][cH:5][cH:6][cH:7]1)([c:8]1[cH:9][cH:10][cH:11][cH:12][cH:13]1)[N:14]1[CH2:15][C:16]([C:18]([NH2:19])=[O:24])([NH:20][CH2:21][CH3:22])[CH2:17]1.